This data is from the Open Reaction Database (ORD), a public repository of structured organic reaction records. The task is: describe an organic reaction: reactants, conditions, products, and yield Starting materials: Cl (HCl), ClC1=CC=C(CC=2C=C(C(N3C=CC=CC23)=O)C(=O)O)C=C1 (1-(4-chlorobenzyl)-4-oxo-4H-quinolizine-3-carboxylic acid), C1(=CC=CC=C1)B(O)O (phenylboronic acid), C([O-])([O-])=O.[Cs+].[Cs+] (cesium carbonate). Reagents/catalysts: [Pd].C(C)(C)(C)P(C(C)(C)C)C(C)(C)C.C(C)(C)(C)P(C(C)(C)C)C(C)(C)C (bis (tri-tert-butylphosphine) palladium(0)). The solvent is C1CCOC1 (THF). Reaction conditions: temperature 100 celsius. Yields the product C1(=CC=C(C=C1)CC=1C=C(C(N2C=CC=CC12)=O)C(=O)O)C1=CC=CC=C1 (1-(Biphenyl-4-ylmethyl)-4-oxo-4H-quinolizine-3-carboxylic acid). RXN SMILES: Cl[C:2]1[CH:22]=[CH:21][C:5]([CH2:6][C:7]2[CH:8]=[C:9]([C:18]([OH:20])=[O:19])[C:10](=[O:17])[N:11]3[C:16]=2[CH:15]=[CH:14][CH:13]=[CH:12]3)=[CH:4][CH:3]=1.[C:23]1(B(O)O)[CH:28]=[CH:27][CH:26]=[CH:25][CH:24]=1.C(=O)([O-])[O-].[Cs+].[Cs+].Cl>C1COCC1.[Pd].C(P(C(C)(C)C)C(C)(C)C)(C)(C)C.C(P(C(C)(C)C)C(C)(C)C)(C)(C)C>[C:2]1([C:23]2[CH:28]=[CH:27][CH:26]=[CH:25][CH:24]=2)[CH:22]=[CH:21][C:5]([CH2:6][C:7]2[CH:8]=[C:9]([C:18]([OH:20])=[O:19])[C:10](=[O:17])[N:11]3[C:16]=2[CH:15]=[CH:14][CH:13]=[CH:12]3)=[CH:4][CH:3]=1 |f:2.3.4,7.8.9|. Reported procedure: To a solution of 1-(4-chlorobenzyl)-4-oxo-4H-quinolizine-3-carboxylic acid (0.060 g, 0.19 mmol) in 2 mL of THF under N2(g) was added phenylboronic acid (0.035 g, 0.29 mmol), 1 N cesium carbonate (0.38 mL, 0.38 mmol), and bis (tri-tert-butylphosphine) palladium(0). The reaction was heated to 100° C. for 15 h, cooled to rt, and acidified with 6 N HCl to pH ˜3. The mixture was then filtered and subjected to purification via reverse phase HPLC to yield the title compound that gave a mass ion (ES+) o... Reactants: NC1=C(C=CC=C1)S (2-Aminobenzenethiol), [Na] (sodium), Cl.ClCC(N)=NO (chloroacetamidoxime hydrochloride). Solvent: C(C)O (ethanol). Run at time 10 minute. Yields the product NC1=C(C=CC=C1)SCC(N)=NO (2-(2-aminophenylthio) acetamidoxime). As a reaction SMILES: [NH2:1][C:2]1[CH:7]=[CH:6][CH:5]=[CH:4][C:3]=1[SH:8].[Na].Cl.Cl[CH2:12][C:13](=[N:15][OH:16])[NH2:14]>C(O)C>[NH2:1][C:2]1[CH:7]=[CH:6][CH:5]=[CH:4][C:3]=1[S:8][CH2:12][C:13](=[N:15][OH:16])[NH2:14] |f:2.3,^1:8|. Procedure details: 2-Aminobenzenethiol (3.75 g, 0.03 mol) was added to a solution of sodium (0,06 mol, 1.38 g) in ethanol (50 ml). Solid chloroacetamidoxime hydrochloride (4.35 g, 0.03 mol) was added in one portion. After stirring for 10 minutes the reaction mixture was filtered and the filtrate evaporated to dryness to give the crude product which was re-crystallised from iso-propanol to give 2-(2-aminophenylthio) acetamidoxime, m.p. 80°. Starting materials: C(C)OC(=O)CC1=CC=NC2=C(C=CC=C12)NC(C1=C(C=CC=C1Cl)Cl)=O (4-ethoxycarbonylmethyl-8-(2,6-dichlorobenzoylamino)quinoline), [OH-].[Na+] (sodium hydroxide). Run in C(C)O (ethanol). Conditions: temperature 50 celsius, time 2 hour. Yields the product C(=O)(O)CC1=CC=NC2=C(C=CC=C12)NC(C1=C(C=CC=C1Cl)Cl)=O (4-carboxymethyl-8-(2,6-dichlorobenzoylamino)quinoline). Isolated yield 73.4%. Reaction SMILES: C([O:3][C:4]([CH2:6][C:7]1[C:16]2[C:11](=[C:12]([NH:17][C:18](=[O:27])[C:19]3[C:24]([Cl:25])=[CH:23][CH:22]=[CH:21][C:20]=3[Cl:26])[CH:13]=[CH:14][CH:15]=2)[N:10]=[CH:9][CH:8]=1)=[O:5])C.[OH-].[Na+]>C(O)C>[C:4]([CH2:6][C:7]1[C:16]2[C:11](=[C:12]([NH:17][C:18](=[O:27])[C:19]3[C:24]([Cl:25])=[CH:23][CH:22]=[CH:21][C:20]=3[Cl:26])[CH:13]=[CH:14][CH:15]=2)[N:10]=[CH:9][CH:8]=1)([OH:5])=[O:3] |f:1.2|. Procedure details: To a suspension of 4-ethoxycarbonylmethyl-8-(2,6-dichlorobenzoylamino)quinoline (1.03 g) in ethanol (6 ml) was added 1N-aqueous sodium hydroxide solution (3.83 ml), and the mixture was stirred at 50° C. for two hours. The organic solvent was removed in vacuo and the aqueous residue was neutralized with 1N hydrochloric acid and extracted with ethyl acetate. The extract was dried and evaporated. The residue was crystallized spontaneously and it was triturated with ethyl acetate to give 4-carboxyme... Reactants: COc1ccc2c(c1)OCC(c1ccc(-c3ccccc3)cc1)C2c1ccc(OCCN2CCCC2)cc1, Cl, c1ccncc1. Product: Oc1ccc2c(c1)OCC(c1ccc(-c3ccccc3)cc1)C2c1ccc(OCCN2CCCC2)cc1. As a reaction SMILES: [CH3:1][O:2][c:3]1[cH:4][cH:5][c:6]2[c:11]([cH:12]1)[O:10][CH2:9][CH:8]([c:13]1[cH:14][cH:15][c:16](-[c:19]3[cH:20][cH:21][cH:22][cH:23][cH:24]3)[cH:17][cH:18]1)[CH:7]2[c:25]1[cH:26][cH:27][c:28]([O:31][CH2:32][CH2:33][N:34]2[CH2:35][CH2:36][CH2:37][CH2:38]2)[cH:29][cH:30]1.[ClH:39].[n:40]1[cH:41][cH:42][cH:43][cH:44][cH:45]1>>[OH:2][c:3]1[cH:4][cH:5][c:6]2[c:11]([cH:12]1)[O:10][CH2:9][CH:8]([c:13]1[cH:14][cH:15][c:16](-[c:19]3[cH:20][cH:21][cH:22][cH:23][cH:24]3)[cH:17][cH:18]1)[CH:7]2[c:25]1[cH:26][cH:27][c:28]([O:31][CH2:32][CH2:33][N:34]2[CH2:35][CH2:36][CH2:37][CH2:38]2)[cH:29][cH:30]1. Reactants: solution, CC[O-].[Na+] (NaOEt), C(C)OC(CC(=O)NC=1C(=NC=C(C1)CC1=CC=C(C=C1)F)C(=O)OCC)=O (ethyl 3-[(3-ethoxy-3-oxopropanoyl)amino]-5-(4-fluorobenzyl)pyridine-2-carboxylate), Cl (HCl). Run in CCO (EtOH), CCO (EtOH). Conditions: time 1 hour. Yields the product FC1=CC=C(CC2=CN=C3C(=C(C(NC3=C2)=O)C(=O)OCC)O)C=C1 (ethyl 7-(4-fluorobenzyl)-4-hydroxy-2-oxo-1,2-dihydro-1,5-naphthyridine-3-carboxylate). Reaction SMILES: CC[O-].[Na+].[CH2:5]([O:7][C:8](=[O:32])[CH2:9][C:10]([NH:12][C:13]1[C:14]([C:27]([O:29]CC)=O)=[N:15][CH:16]=[C:17]([CH2:19][C:20]2[CH:25]=[CH:24][C:23]([F:26])=[CH:22][CH:21]=2)[CH:18]=1)=[O:11])[CH3:6].Cl>CCO>[F:26][C:23]1[CH:22]=[CH:21][C:20]([CH2:19][C:17]2[CH:18]=[C:13]3[C:14]([C:27]([OH:29])=[C:9]([C:8]([O:7][CH2:5][CH3:6])=[O:32])[C:10](=[O:11])[NH:12]3)=[N:15][CH:16]=2)=[CH:25][CH:24]=1 |f:0.1|. Procedure details: A 2M solution of NaOEt in EtOH (5.87 mL, 11.74 mmol) was added to a solution of ethyl 3-[(3-ethoxy-3-oxopropanoyl)amino]-5-(4-fluorobenzyl)pyridine-2-carboxylate (2.28 g, 5.87 mmol) in EtOH (23 mL) and the mixture was stirred at rt for 1 h. The mixture was neutralized with conc. HCl and concentrated in vacuo. Trituration of the resulting material with a mixture of EtOH and 1:1 brine/water followed by filtration afforded the product as a beige solid: 1H NMR (d6-DMSO) δ 11.54 (1H, br s), 8.54 (1H,...